This data is from the Open Reaction Database (ORD), a public repository of structured organic reaction records. The task is: describe an organic reaction: reactants, conditions, products, and yield The reactants are NCCCCCCO (6-aminohexanol), C(=O)([O-])[O-].[K+].[K+] (K2CO3), COC(=O)Cl (methylchloroformate). Run in O (water). Product: COC(=O)NCCCCCCO (N-methoxycarbonyl-6-aminohexanol). The yield is 91.0%. Reaction SMILES: [NH2:1][CH2:2][CH2:3][CH2:4][CH2:5][CH2:6][CH2:7][OH:8].C([O-])([O-])=O.[K+].[K+].[CH3:15][O:16][C:17](Cl)=[O:18]>O>[CH3:15][O:16][C:17]([NH:1][CH2:2][CH2:3][CH2:4][CH2:5][CH2:6][CH2:7][OH:8])=[O:18] |f:1.2.3|. Procedure details: To a stirred solution of 6-aminohexanol in 50 ml of water basified with 11 g of K2CO3, was added 4.03 g of methylchloroformate at room temperature. After one night the resulting aqueous solution was extracted with 3×50 ml of dichloromethane. The organic phases were combined, evaporated to dryness and the residue was filtered over silica gel. This furnished 1.36 g (yield 91%) of N-methoxycarbonyl-6-aminohexanol as a white solid. Then, to a solution of N-methoxycarbonyl-6-aminohexanol (200 mg) in ... The reactants are C1(CC1)C1=CC=C(COC2=C(C=C(C=C2)C2CN(C2)C(=O)C2=NC=CC(=C2)COC[C@H]2OC(OC2)(C)C)OC)C=C1 ({3-[4-(4-cyclopropylbenzyloxy)-3-methoxyphenyl]azetidin-1-yl}-[4-((R)-2,2-dimethyl-[1,3]dioxolan-4-ylmethoxymethyl)pyridin-2-yl]-methanone), C1(CC1)C1=CC=C(COC2=C(C=C(C=C2)C2CN(C2)C(=O)C2=NC=CC(=C2)[C@@H](OC)C2OC(OC2)(C)C)OC)C=C1 ({3-[4-(4-Cyclopropylbenzyloxy)-3-methoxyphenyl]-azetidin-1-yl}-[4-((R)-2,2-dimethyl-[1,3]dioxolan-4-yl-methoxymethyl)pyridin-2-yl]-methanone), Cl (hydrochloric acid). The solvent is O1CCCC1 (tetrahydrofuran). Run at time 3 hour. The product is C1(CC1)C1=CC=C(COC2=C(C=C(C=C2)C2CN(C2)C(=O)C2=NC=CC(=C2)COC[C@H](CO)O)OC)C=C1 ({3-[4-(4-Cyclopropylbenzyloxy)-3-methoxyphenyl]-azetidin-1-yl}-[4-((S)-2,3-dihydroxypropoxymethyl)pyridin-2-yl]-methanone). Isolated yield 38.0%. Reaction SMILES: [CH:1]1([C:4]2[CH:41]=[CH:40][C:7]([CH2:8][O:9][C:10]3[CH:15]=[CH:14][C:13]([CH:16]4[CH2:19][N:18]([C:20]([C:22]5[CH:27]=[C:26]([CH2:28][O:29][CH2:30][C@@H:31]6[CH2:35][O:34]C(C)(C)[O:32]6)[CH:25]=[CH:24][N:23]=5)=[O:21])[CH2:17]4)=[CH:12][C:11]=3[O:38][CH3:39])=[CH:6][CH:5]=2)[CH2:3][CH2:2]1.C1(C2C=CC(COC3C=CC(C4CN(C(C5C=C([C@H](C6COC(C)(C)O6)OC)C=CN=5)=O)C4)=CC=3OC)=CC=2)CC1.Cl>O1CCCC1>[CH:1]1([C:4]2[CH:41]=[CH:40][C:7]([CH2:8][O:9][C:10]3[CH:15]=[CH:14][C:13]([CH:16]4[CH2:17][N:18]([C:20]([C:22]5[CH:27]=[C:26]([CH2:28][O:29][CH2:30][C@@H:31]([OH:32])[CH2:35][OH:34])[CH:25]=[CH:24][N:23]=5)=[O:21])[CH2:19]4)=[CH:12][C:11]=3[O:38][CH3:39])=[CH:6][CH:5]=2)[CH2:3][CH2:2]1. Procedure: To a solution of the crude {3-[4-(4-cyclopropylbenzyloxy)-3-methoxyphenyl]azetidin-1-yl}-[4-((R)-2,2-dimethyl-[1,3]dioxolan-4-ylmethoxymethyl)pyridin-2-yl]-methanone prepared in (8) in THF (10 mL) was added 1 N hydrochloric acid (5 mL). The reaction mixture was stirred at RT for 3 hr. The reaction mixture was quenched with aqueous 1 N NaOH and saturated aqueous NaHCO3. The mixture was extracted with ethyl acetate. The organic layer was dried over MgSO4. The solvent was removed under reduced pres... Reactants: Cc1ccccc1, Cl, [Na+], [Na+], [OH-], O, Cn1nc(C(F)(F)F)cc1O, Cc1ccc(S(=O)[O-])cc1. Yields the product Cc1ccc(S(=O)(=O)Cc2c(C(F)(F)F)nn(C)c2O)cc1. Reaction SMILES: [CH3:26][c:27]1[cH:28][cH:29][cH:30][cH:31][cH:32]1.[ClH:25].[Na+:13].[Na+:24].[OH-:12].[OH2:33].[OH:1][c:2]1[cH:3][c:4]([C:8]([F:9])([F:10])[F:11])[n:5][n:6]1[CH3:7].[c:14]1([CH3:23])[cH:15][cH:16][c:17]([S:20](=[O:21])[O-:22])[cH:18][cH:19]1>>[OH:1][c:2]1[c:3]([CH2:26][S:20]([c:17]2[cH:16][cH:15][c:14]([CH3:23])[cH:19][cH:18]2)(=[O:21])=[O:22])[c:4]([C:8]([F:9])([F:10])[F:11])[n:5][n:6]1[CH3:7]. The solvent is C(C)(=O)O (acetic acid). Reactants: C(C1=CC=CC=C1)OC(CCNC(C1=CC(=CC=C1)NC([C@@H](NC(=O)OC(C)(C)C)CCCNC(=O)OCC1=CC=CC=C1)=O)=O)=O (N-[m-[[N5 -(benzyloxycarbonyl)-N2 -t-butoxycarbonyl-L-ornithyl]amino]benzoyl]-β-alanine benzyl ester), C(C)O (ethanol). Procedure: 500 mg of N-[m-[[N5 -(benzyloxycarbonyl)-N2 -t-butoxycarbonyl-L-ornithyl]amino]benzoyl]-β-alanine benzyl ester, 10 ml of ethanol, 0.05 ml of acetic acid and 125 mg of Pd/C are stirred under hydrogen for 3.5 hours. The reaction mixture is filtered and the filtrate is evaporated in a vacuum. There are obtained 333 mg of N-[m-[[(S)-N2 -(t-butoxycarbonyl)-L-ornithyl]amino]benzoyl]-β-alanine acetate (1:1), [α]D =-18.1° (MeOH, c=0.44%). Isolated yield 178.5%. Reagents/catalysts: [Pd] (Pd/C). Product: C(C)(=O)O.C(C)(C)(C)OC(=O)N[C@@H](CCCN)C(=O)NC=1C=C(C(=O)NCCC(=O)O)C=CC1 (N-[m-[[(S)-N2 -(t-butoxycarbonyl)-L-ornithyl]amino]benzoyl]-β-alanine acetate). RXN SMILES: C([O:8][C:9](=[O:47])[CH2:10][CH2:11][NH:12][C:13](=[O:46])[C:14]1[CH:19]=[CH:18][CH:17]=[C:16]([NH:20][C:21](=[O:45])[C@H:22]([CH2:31][CH2:32][CH2:33][NH:34]C(OCC2C=CC=CC=2)=O)[NH:23][C:24]([O:26][C:27]([CH3:30])([CH3:29])[CH3:28])=[O:25])[CH:15]=1)C1C=CC=CC=1.C(O)C>[Pd].C(O)(=O)C>[C:9]([OH:47])(=[O:8])[CH3:10].[C:27]([O:26][C:24]([NH:23][C@H:22]([C:21]([NH:20][C:16]1[CH:15]=[C:14]([CH:19]=[CH:18][CH:17]=1)[C:13]([NH:12][CH2:11][CH2:10][C:9]([OH:47])=[O:8])=[O:46])=[O:45])[CH2:31][CH2:32][CH2:33][NH2:34])=[O:25])([CH3:30])([CH3:28])[CH3:29] |f:4.5|. Reactants: O=C([O-])[O-], CCCCCCCCCCCCCCCCCCOc1cc(O)cc(N(CC(=O)OC)CC(=O)OC)c1, CC(C)=O, ClCCCCc1ccc2cc(OCc3ccccc3)c(OCc3ccccc3)cc2c1, [I-], [K+], [K+], [Na+], CN(C)C=O. The product is CCCCCCCCCCCCCCCCCCOc1cc(OCCCCc2ccc3cc(OCc4ccccc4)c(OCc4ccccc4)cc3c2)cc(N(CC(=O)OC)CC(=O)OC)c1. RXN SMILES: [C:69](=[O:70])([O-:71])[O-:72].[CH3:1][O:2][C:3]([CH2:4][N:5]([CH2:6][C:7](=[O:8])[O:9][CH3:10])[c:11]1[cH:12][c:13]([OH:36])[cH:14][c:15]([O:17][CH2:18][CH2:19][CH2:20][CH2:21][CH2:22][CH2:23][CH2:24][CH2:25][CH2:26][CH2:27][CH2:28][CH2:29][CH2:30][CH2:31][CH2:32][CH2:33][CH2:34][CH3:35])[cH:16]1)=[O:37].[CH3:77][C:78](=[O:79])[CH3:80].[Cl:38][CH2:39][CH2:40][CH2:41][CH2:42][c:43]1[cH:44][c:45]2[cH:46][c:47]([O:61][CH2:62][c:63]3[cH:64][cH:65][cH:66][cH:67][cH:68]3)[c:48]([O:53][CH2:54][c:55]3[cH:56][cH:57][cH:58][cH:59][cH:60]3)[cH:49][c:50]2[cH:51][cH:52]1.[I-:76].[K+:73].[K+:74].[Na+:75].[O:81]=[CH:82][N:83]([CH3:84])[CH3:85]>>[CH3:1][O:2][C:3]([CH2:4][N:5]([CH2:6][C:7](=[O:8])[O:9][CH3:10])[c:11]1[cH:12][c:13]([O:36][CH2:39][CH2:40][CH2:41][CH2:42][c:43]2[cH:44][c:45]3[cH:46][c:47]([O:61][CH2:62][c:63]4[cH:64][cH:65][cH:66][cH:67][cH:68]4)[c:48]([O:53][CH2:54][c:55]4[cH:56][cH:57][cH:58][cH:59][cH:60]4)[cH:49][c:50]3[cH:51][cH:52]2)[cH:14][c:15]([O:17][CH2:18][CH2:19][CH2:20][CH2:21][CH2:22][CH2:23][CH2:24][CH2:25][CH2:26][CH2:27][CH2:28][CH2:29][CH2:30][CH2:31][CH2:32][CH2:33][CH2:34][CH3:35])[cH:16]1)=[O:37]. The reactants are C(C1=CC=CC=C1)(=O)Cl (Benzoyl chloride), NC=1C=C(C=CC1O)C(C#N)C (2-(3-amino-4-hydroxyphenyl) propionitrile). Run in N1=CC=CC=C1 (pyridine). Run at temperature 100 celsius. Product: C(C1=CC=CC=C1)(=O)NC=1C=C(C=CC1O)C(C#N)C (2-(3-benzamido-4-hydroxyphenyl) propionitrile). As a reaction SMILES: [C:1](Cl)(=[O:8])[C:2]1[CH:7]=[CH:6][CH:5]=[CH:4][CH:3]=1.[NH2:10][C:11]1[CH:12]=[C:13]([CH:18]([CH3:21])[C:19]#[N:20])[CH:14]=[CH:15][C:16]=1[OH:17]>N1C=CC=CC=1>[C:1]([NH:10][C:11]1[CH:12]=[C:13]([CH:18]([CH3:21])[C:19]#[N:20])[CH:14]=[CH:15][C:16]=1[OH:17])(=[O:8])[C:2]1[CH:7]=[CH:6][CH:5]=[CH:4][CH:3]=1. Procedure: Benzoyl chloride (27.09 g., 0.19 mole.) was added, with cooling, during 20 minutes to a stirred solution of 2-(3-amino-4-hydroxyphenyl) propionitrile (28.35 g., 0.175 mole.) in dry pyridine (200 ml.) at 0° - 3°C. After addition was complete, the mixture was heated to 100°C, for 1 hour. It was then evaporated under reduced pressure to yield crude 2-(3-benzamido-4-hydroxyphenyl) propionitrile as an oil. The reactants are C(C)OC([C@H](CC1=CC=C(C=C1)C#CCCCO)OC)=O ((2S)-3-[4-(5-hydroxy-pent-1-ynyl)-phenyl]-2-methoxy-propionic acid ethyl ester), C1(=CC=CC=C1)C1=CC=C(C=C1)O (4-phenylphenol). Yields the product C1(=CC=C(C=C1)OCCCC#CC1=CC=C(C=C1)C[C@@H](C(=O)O)OC)C1=CC=CC=C1 ((2S)-3-{4-[5-(Biphenyl-4-yloxy)-pent-1-ynyl]-phenyl}-2-methoxy-propionic acid). Reaction SMILES: C([O:3][C:4](=[O:21])[C@@H:5]([O:19][CH3:20])[CH2:6][C:7]1[CH:12]=[CH:11][C:10]([C:13]#[C:14][CH2:15][CH2:16][CH2:17][OH:18])=[CH:9][CH:8]=1)C.[C:22]1([C:28]2[CH:33]=[CH:32][C:31](O)=[CH:30][CH:29]=2)[CH:27]=[CH:26][CH:25]=[CH:24][CH:23]=1>>[C:22]1([C:28]2[CH:29]=[CH:30][CH:31]=[CH:32][CH:33]=2)[CH:27]=[CH:26][C:25]([O:18][CH2:17][CH2:16][CH2:15][C:14]#[C:13][C:10]2[CH:9]=[CH:8][C:7]([CH2:6][C@H:5]([O:19][CH3:20])[C:4]([OH:3])=[O:21])=[CH:12][CH:11]=2)=[CH:24][CH:23]=1. Reported procedure: The title compound was prepared from (2S)-3-[4-(5-hydroxy-pent-1-ynyl)-phenyl]-2-methoxy-propionic acid ethyl ester and 4-phenylphenol via the standard Mitsunobu coupling-hydrolysis procedure (Standard Procedure A) to produce a white oily solid. 1H-NMR (200.15 MHz, CDCl3): δ 7.56–7.28 (m, 9H), 7.15 (d, 2H, J=8.4), 6.98 (d, 2H, J=8.8), 4.15 (t, 2H, J=6.2), 3.97 (dd, 1H, J=7.7, 4.4), 3.36 (s, 3H), 3.11 (dd, 1H, J=14.3, 4.4), 2.97 (dd, 1H, J=14.3, 7.7), 2.62 (t, 2H, J=7.0), 2.08 (qn, 2H, J=6.6). Reactants: OCC(O)CO (Glycerol), C(C)O (ethanol), C1=CC(=CC=C1[N+](=O)[O-])OP(=O)(O)O (p-nitrophenylphosphate), BaCl2.2H2O. Run in C(C)(C)(C)OC (t-BuOMe). Run at time 24 hour. The product is P(=O)(O)(O)OCC(O)CO (Glycerol-1-phosphate). The yield is 85.0%. As a reaction SMILES: [OH:1][CH2:2][CH:3]([CH2:5][OH:6])[OH:4].C1C([N+]([O-])=O)=CC=C([O:16][P:17](O)([OH:19])=[O:18])C=1.C(O)C>C(OC)(C)(C)C>[P:17]([O:1][CH2:2][CH:3]([CH2:5][OH:6])[OH:4])([OH:19])([OH:18])=[O:16]. Procedure: Glycerol (10 mmol; 0.92 g) is adsorbed to an approximately equal amount of silica gel (1.0 g) and then suspended in 20 ml of t-BuOMe. To this mixture is added p-nitrophenylphosphate (10 mmol) followed by acid phosphatase from potato (1000 U; 200 mg). The mixture is stirred at room temperature for 24 hours. The solvent is removed by vacuum, the residue is thoroughly extracted with water (3×150 ml), and all solids are removed by filtration. The resulting aqueous solution is concentrated under vacu... Starting materials: Cl (Hydrochloric acid), C1(=CC=CC=C1)[C@H](C)N1C[C@H](CC1=O)C(=O)N ((3S)-1-((S)-1-Phenylethyl)-5-oxo-3-pyrrolidinecarboxamide), S(O)(O)(=O)=O (sulfuric acid), [BH4-].[Na+] (sodium borohydride). Solvent: O1CCCC1 (tetrahydrofuran). Product: NC[C@@H]1CN(CC1)[C@@H](C)C1=CC=CC=C1 ((3R)-3-aminomethyl-1-((S)-1-phenylethyl)pyrrolidine). Isolated yield 72.0%. RXN SMILES: [C:1]1([C@@H:7]([N:9]2[C:13](=O)[CH2:12][C@H:11]([C:15]([NH2:17])=O)[CH2:10]2)[CH3:8])[CH:6]=[CH:5][CH:4]=[CH:3][CH:2]=1.[BH4-].[Na+].S(=O)(=O)(O)O.Cl>O1CCCC1>[NH2:17][CH2:15][C@H:11]1[CH2:12][CH2:13][N:9]([C@H:7]([C:1]2[CH:2]=[CH:3][CH:4]=[CH:5][CH:6]=2)[CH3:8])[CH2:10]1 |f:1.2|. Reported procedure: (3S)-1-((S)-1-Phenylethyl)-5-oxo-3-pyrrolidinecarboxamide (150 g) was dissolved in tetrahydrofuran (2.5 l), and sodium borohydride (138 g) was added with stirring. Conc. sulfuric acid (130 ml) was dropwise added under ice-cooling. The mixture was stirred for 1 hr at room temperature, and further at refluxing temperature for 10 hr. 6N Hydrochloric acid (300 ml) was dropwise added under ice-cooling, and the mixture was stirred at refluxing temperature for 4 hr. The solvent was evaporated under red... Reaction conditions: temperature 100 celsius, time 15 hour. Starting materials: Cl.Cl.C(C)(=O)N1CCC(CC1)NC1=CC=C(C=C1)N1CCCCC1 (1-acetyl-4-[4-(piperidin-1-yl)phenylamino]piperidine dihydrochloride). The product is Cl.Cl.Cl.N1(CCCCC1)C1=CC=C(C=C1)NC1CCNCC1 (4-[4-(piperidin-1-yl)phenylamino]piperidine trihydrochloride). As a reaction SMILES: [ClH:1].Cl.C([N:6]1[CH2:11][CH2:10][CH:9]([NH:12][C:13]2[CH:18]=[CH:17][C:16]([N:19]3[CH2:24][CH2:23][CH2:22][CH2:21][CH2:20]3)=[CH:15][CH:14]=2)[CH2:8][CH2:7]1)(=O)C>Cl>[ClH:1].[ClH:1].[ClH:1].[N:19]1([C:16]2[CH:15]=[CH:14][C:13]([NH:12][CH:9]3[CH2:10][CH2:11][NH:6][CH2:7][CH2:8]3)=[CH:18][CH:17]=2)[CH2:20][CH2:21][CH2:22][CH2:23][CH2:24]1 |f:0.1.2,4.5.6.7|. Isolated yield 217.5%. Run in Cl (hydrochloric acid). Procedure details: A solution of 1-acetyl-4-[4-(piperidin-1-yl)phenylamino]piperidine dihydrochloride (0.70 g) in conc. hydrochloric acid (5 ml) was heated with stirring at 100° C. for 15 hours. After the solvent was distilled off, the residue was recrystallized from ethanol to obtain colorless crystals (0.5 g), m.p. 185°-189° C.